Dataset: the Open Reaction Database (ORD), a public repository of structured organic reaction records. Task: describe an organic reaction: reactants, conditions, products, and yield The reactants are CCOC(=O)c1cnnc(C2=C(c3cc(Cl)ccc3O)CCC2)c1, Fc1ccc(CBr)c(F)c1. The product is CCOC(=O)c1cnnc(C2=C(c3cc(Cl)ccc3OCc3ccc(F)cc3F)CCC2)c1. Reaction SMILES: [CH2:1]([CH3:2])[O:3][C:4](=[O:5])[c:6]1[cH:7][n:8][n:9][c:10]([C:12]2=[C:13]([c:17]3[c:18]([OH:24])[cH:19][cH:20][c:21]([Cl:23])[cH:22]3)[CH2:14][CH2:15][CH2:16]2)[cH:11]1.[F:25][c:26]1[c:27]([CH2:28][Br:29])[cH:30][cH:31][c:32]([F:34])[cH:33]1>>[CH2:1]([CH3:2])[O:3][C:4](=[O:5])[c:6]1[cH:7][n:8][n:9][c:10]([C:12]2=[C:13]([c:17]3[c:18]([O:24][CH2:28][c:27]4[c:26]([F:25])[cH:33][c:32]([F:34])[cH:31][cH:30]4)[cH:19][cH:20][c:21]([Cl:23])[cH:22]3)[CH2:14][CH2:15][CH2:16]2)[cH:11]1. Starting materials: O([Na])C.CO (NaOCH3 CH3OH), ClC1=C(C=CC=C1)S(=O)(=O)NC(=S)NC1(N=CC2=C(N1)OCC2)C (2-chloro-N-[(5,6-dihydro-2-methylfuro[2,3-d]pyrimidine-2-yl)aminothioxomethyl]benzenesulfonamide), O1CCCC1 (tetrahydrofuran), CI (methyl iodide), O1CCCC1 (tetrahydrofuran). As a reaction SMILES: [Cl:1][C:2]1[CH:7]=[CH:6][CH:5]=[CH:4][C:3]=1[S:8]([NH:11][C:12]([NH:14][C:15]1(C)[NH:20][C:19]2OCC[C:18]=2C=[N:16]1)=[S:13])(=[O:10])=[O:9].O([CH3:27])[Na].CO.CI.[O:32]1[CH2:36][CH2:35][CH2:34][CH2:33]1>>[Cl:1][C:2]1[CH:7]=[CH:6][CH:5]=[CH:4][C:3]=1[S:8]([N:11]=[C:12]([S:13][CH3:27])[NH:14][C:15]1[N:20]=[C:19]([CH3:18])[C:34]2[CH2:35][CH2:36][O:32][C:33]=2[N:16]=1)(=[O:10])=[O:9] |f:1.2|. Yields the product ClC1=C(C=CC=C1)S(=O)(=O)N=C(NC=1N=C(C2=C(N1)OCC2)C)SC (Methyl N'-(2-chlorophenylsulfonyl)-N-(5,6-dihydro-4-methylfuro[2,3-d]pyrimidin-2-yl)carbamimidothioate). Reported procedure: To a suspension of 3.85 g 2-chloro-N-[(5,6-dihydro-2-methylfuro[2,3-d]pyrimidine-2-yl)aminothioxomethyl]benzenesulfonamide in 150 ml of anhydrous tetrahydrofuran was added 4.3 ml of 3 M NaOCH3 /CH3OH solution. The reaction reaction mixture was refluxed for 1.25 hour, whereupon 1.85 g of methyl iodide in 10 ml of anhydrous tetrahydrofuran was added. After refluxing and stirring for an additional 12 hours, the reaction mixture was cooled, solvent was removed under vacuum and the residue was recrys... Run at time 12 hour. The reactants are IC1=NC=CC=C1 (2-iodopyridine), C(CC#C)N1C(C2=CC=CC=C2C1=O)=O (2-(but-3-ynyl)isoindoline-1,3-dione). Product: N1=C(C=CC=C1)C#CCCN1C(C2=CC=CC=C2C1=O)=O (2-(4-(pyridin-2-yl)but-3-ynyl)isoindoline-1,3-dione). Isolated yield 44.8%. As a reaction SMILES: I[C:2]1[CH:7]=[CH:6][CH:5]=[CH:4][N:3]=1.[CH2:8]([N:12]1[C:20](=[O:21])[C:19]2[C:14](=[CH:15][CH:16]=[CH:17][CH:18]=2)[C:13]1=[O:22])[CH2:9][C:10]#[CH:11]>>[N:3]1[CH:4]=[CH:5][CH:6]=[CH:7][C:2]=1[C:11]#[C:10][CH2:9][CH2:8][N:12]1[C:20](=[O:21])[C:19]2[C:14](=[CH:15][CH:16]=[CH:17][CH:18]=2)[C:13]1=[O:22]. Procedure: The title compound was prepared in accordance with the general method of Example 1, from 2-iodopyridine (453 mg, 2.21 mmol) and 2-(but-3-ynyl)isoindoline-1,3-dione (400 mg, 2.01 mmol, Example 189(B)). The crude residue was purified by flash chromatography (cyclohexane/AcOEt 70:30) to yield 250 mg (0.90 mmol, 45%) of 2-(4-(pyridin-2-yl)but-3-ynyl)isoindoline-1,3-dione as.